Dataset: the Open Reaction Database (ORD), a public repository of structured organic reaction records. Task: describe an organic reaction: reactants, conditions, products, and yield Starting materials: CC(C)(C)OC(=O)NC(C=O)Cc1ccccc1, O=C(O)c1ccccc1. The product is NC(=O)c1ccccc1. RXN SMILES: [C:1]([NH:8][CH:2]([CH:3]=[O:4])[CH2:5][c:6]1[cH:7][cH:9][cH:10][cH:11][cH:12]1)([O:13][C:14]([CH3:15])([CH3:16])[CH3:17])=[O:18].[OH:19][C:20](=[O:21])[c:22]1[cH:23][cH:24][cH:25][cH:26][cH:27]1>>[NH2:8][C:20](=[O:19])[c:22]1[cH:23][cH:24][cH:25][cH:26][cH:27]1. Starting materials: CCOC(=O)Cc1cncc(-c2ccc(C#N)cc2CN(Cc2ccccc2)C(=O)C2CC2)c1, CO, [Li+], [OH-]. The product is N#Cc1ccc(-c2cncc(CC(=O)O)c2)c(CN(Cc2ccccc2)C(=O)C2CC2)c1. RXN SMILES: [CH2:1]([CH3:2])[O:3][C:4]([CH2:5][c:6]1[cH:7][n:8][cH:9][c:10](-[c:12]2[c:13]([CH2:20][N:21]([C:22](=[O:23])[CH:24]3[CH2:25][CH2:26]3)[CH2:27][c:28]3[cH:29][cH:30][cH:31][cH:32][cH:33]3)[cH:14][c:15]([C:18]#[N:19])[cH:16][cH:17]2)[cH:11]1)=[O:34].[CH3:37][OH:38].[Li+:36].[OH-:35]>>[O:3]=[C:4]([CH2:5][c:6]1[cH:7][n:8][cH:9][c:10](-[c:12]2[c:13]([CH2:20][N:21]([C:22](=[O:23])[CH:24]3[CH2:25][CH2:26]3)[CH2:27][c:28]3[cH:29][cH:30][cH:31][cH:32][cH:33]3)[cH:14][c:15]([C:18]#[N:19])[cH:16][cH:17]2)[cH:11]1)[OH:34]. Reactants: CC#CC1CCC(C(=O)OC)N1C(=O)OC, ClC(Cl)Cl. Yields the product CC#CC1CCC(C(=O)OC)N1. As a reaction SMILES: [C:1](#[C:2][CH3:3])[CH:4]1[CH2:5][CH2:6][CH:7]([C:13](=[O:14])[O:15][CH3:16])[N:8]1[C:9]([O:10][CH3:11])=[O:12].[CH:17]([Cl:18])([Cl:19])[Cl:20]>>[C:1](#[C:2][CH3:3])[CH:4]1[CH2:5][CH2:6][CH:7]([C:13](=[O:14])[O:15][CH3:16])[NH:8]1. Reactants: COC(=O)c1ccc(S(=O)(=O)N2CCC(Sc3cc(C(C)(C)C)c(O)c(C(C)(C)C)c3)CC2)n1C, O=C(OO)c1cccc(Cl)c1, ClCCl. The product is COC(=O)c1ccc(S(=O)(=O)N2CCC(S(=O)c3cc(C(C)(C)C)c(O)c(C(C)(C)C)c3)CC2)n1C. As a reaction SMILES: [CH3:1][O:2][C:3](=[O:4])[c:5]1[n:6]([CH3:35])[c:7]([S:10](=[O:11])(=[O:12])[N:13]2[CH2:14][CH2:15][CH:16]([S:19][c:20]3[cH:21][c:22]([C:31]([CH3:32])([CH3:33])[CH3:34])[c:23]([OH:30])[c:24]([C:26]([CH3:27])([CH3:28])[CH3:29])[cH:25]3)[CH2:17][CH2:18]2)[cH:8][cH:9]1.[Cl:36][c:37]1[cH:38][cH:39][cH:40][c:41]([C:42]([O:43][OH:45])=[O:44])[cH:46]1.[Cl:47][CH2:48][Cl:49]>>[CH3:1][O:2][C:3](=[O:4])[c:5]1[n:6]([CH3:35])[c:7]([S:10](=[O:11])(=[O:12])[N:13]2[CH2:14][CH2:15][CH:16]([S:19]([c:20]3[cH:21][c:22]([C:31]([CH3:32])([CH3:33])[CH3:34])[c:23]([OH:30])[c:24]([C:26]([CH3:27])([CH3:28])[CH3:29])[cH:25]3)=[O:44])[CH2:17][CH2:18]2)[cH:8][cH:9]1.